Dataset: the Open Reaction Database (ORD), a public repository of structured organic reaction records. Task: describe an organic reaction: reactants, conditions, products, and yield Starting materials: FC=1C=C(C=CC1F)C1(CNC1)O (3-(3,4-difluorophenyl)azetidin-3-ol), ICC (iodoethane). Run in O1CCCC1 (tetrahydrofuran). Reaction conditions: time 15 hour. The product is FC=1C=C(C=CC1F)C1(CN(C1)CC)O (3-(3,4-difluorophenyl)-1-ethylazetidin-3-ol). The yield is 57.9%. Reaction SMILES: [F:1][C:2]1[CH:3]=[C:4]([C:9]2([OH:13])[CH2:12][NH:11][CH2:10]2)[CH:5]=[CH:6][C:7]=1[F:8].I[CH2:15][CH3:16]>O1CCCC1>[F:1][C:2]1[CH:3]=[C:4]([C:9]2([OH:13])[CH2:12][N:11]([CH2:15][CH3:16])[CH2:10]2)[CH:5]=[CH:6][C:7]=1[F:8]. Procedure: A mixture of 3-(3,4-difluorophenyl)azetidin-3-ol (0.3 g, 1.62 mmol) triethylamine (0.68 ml, 4.87 mmol) and iodoethane (0.19 ml, 2.44 mmol) in tetrahydrofuran (15 ml) was stirred at ambient temperature for 15 h. The solvent was evaporated and aqueous hydrochloric acid (50 mL. 10%) was added and the mixture was washed with tert-butyl methyl ether (2×50 ml). The aqueous phase was made basic by addition of aqueous sodium hydroxide (5 M) and extracted with tert-butyl methyl ether (2×50 ml). The combi... Starting materials: NC1=CC=CC=C1 (Aniline), C(C(C)O)O (propylene glycol). Yields the product CC1=CNC2=CC=CC=C12 (3-methylindole). RXN SMILES: [NH2:1][C:2]1[CH:7]=[CH:6][CH:5]=[CH:4][CH:3]=1.[CH2:8](O)[CH:9](O)[CH3:10]>>[CH3:10][C:9]1[C:7]2[C:2](=[CH:3][CH:4]=[CH:5][CH:6]=2)[NH:1][CH:8]=1. Reported procedure: Aniline and propylene glycol were reacted at a molar ratio shown in Table 17 in the same manner as described in Example 1, whereby 3-methylindole was obtained as a main product. The results are shown in the following Table 17. The reactants are ice, ice, S(O)(O)(=O)=O (sulphuric acid), BrC=1C=CC(=C(C1)C1OC12C(OC(C2=O)(C)C)(C)C)CC (2-(5-bromo-2-ethylphenyl)-4,4,6,6-tetramethyl-1,5-dioxaspiro[2.4]heptan-7-one). Solvent: ClCCCl (1,2-dichloroethane). Conditions: temperature 0 celsius, time 1 hour. The product is BrC=1C=CC(=C(C1)C1C(C(OC(C1=O)(C)C)(C)C)=O)CC (4-(5-bromo-2-ethylphenyl)-2,2,6,6-tetramethylpyran-3,5-dione). Isolated yield 81.3%. RXN SMILES: S(=O)(=O)(O)O.[Br:6][C:7]1[CH:8]=[CH:9][C:10]([CH2:25][CH3:26])=[C:11]([CH:13]2[C:15]3([C:19](=[O:20])[C:18]([CH3:22])([CH3:21])[O:17][C:16]3([CH3:24])[CH3:23])[O:14]2)[CH:12]=1>ClCCCl>[Br:6][C:7]1[CH:8]=[CH:9][C:10]([CH2:25][CH3:26])=[C:11]([CH:13]2[C:19](=[O:20])[C:18]([CH3:21])([CH3:22])[O:17][C:16]([CH3:24])([CH3:23])[C:15]2=[O:14])[CH:12]=1. Reported procedure: To an ice-cold solution of concentrated sulphuric acid (2 ml) is added a second solution of 2-(5-bromo-2-ethylphenyl)-4,4,6,6-tetramethyl-1,5-dioxaspiro[2.4]heptan-7-one (0.995 g, 2.82 mmol) in 1,2-dichloroethane (2 ml) dropwise over 5 minutes. This biphasic mixture is stirred vigorously for 1 hour at 0° C., then poured into ice-cold water (15 ml). This aqueous mixture is then concentrated under vacuum to remove all organic volatiles, producing a free-flowing solid. The solid is filtered, dried ... Reactants: C[C@@H]1CC[C@H]([C@@H](C1)O)C(C)C ((1R, 2S, 5R)-5-methyl-2-(1-methylethyl)cyclohexyl alcohol), C([C@H]1CO1)OCC1=CC=CC=C1 ((R)-(-)-benzyl glycidyl ether). The product is C(C1=CC=CC=C1)OC[C@@H](CO[C@H]1[C@@H](CC[C@H](C1)C)C(C)C)O ((2S)-1-benzyloxy-2-hydroxy-3-{(1R, 2S, 5R)-[5-methyl-2-(1-methylethyl)cyclohexyl]oxy}propane). Reaction SMILES: [CH3:1][C@H:2]1[CH2:7][C@@H:6]([OH:8])[C@H:5]([CH:9]([CH3:11])[CH3:10])[CH2:4][CH2:3]1.[CH2:12]([O:16][CH2:17][C:18]1[CH:23]=[CH:22][CH:21]=[CH:20][CH:19]=1)[C@@H:13]1[O:15][CH2:14]1>>[CH2:17]([O:16][CH2:12][C@H:13]([OH:15])[CH2:14][O:8][C@@H:6]1[CH2:7][C@H:2]([CH3:1])[CH2:3][CH2:4][C@H:5]1[CH:9]([CH3:11])[CH3:10])[C:18]1[CH:23]=[CH:22][CH:21]=[CH:20][CH:19]=1. Reported procedure: (2S)-3-{(1R, 2S, 5R)-[5-Methyl-2-(1-methylethyl)cyclohexyl]oxy}-1,2-propanediol represented by the following formula (I); ##STR1## a process of producing the (2S)-3-{(1R, 2S, 5R)-[5-methyl-2-(1-methylethyl)cyclohexyl]oxy}-l,2-propanediol which comprises adding (1R, 2S, 5R)-5-methyl-2-(1-methylethyl)cyclohexyl alcohol to (R)-(-)-benzyl glycidyl ether to provide (2S)-1-benzyloxy-2-hydroxy-3-{(1R, 2S, 5R)-[5-methyl-2-(1-methylethyl)cyclohexyl]oxy}propane, and hydrogenolyzing the product, are disclo...